This data is from the Open Reaction Database (ORD), a public repository of structured organic reaction records. The task is: describe an organic reaction: reactants, conditions, products, and yield Starting materials: Cl.CC(C)ON (O-(1-methylethyl)hydroxylamine hydrochloride), CO (methanol), O.Cl.Cl.NCC(=O)CN (1,3-Diaminoacetone dihydrochloride monohydrate). Yield: 47.0%. Procedure details: 1,3-Diaminoacetone dihydrochloride monohydrate (2.0 g, 11.2 mmol) was dissolved in refluxing methanol and O-(1-methylethyl)hydroxylamine hydrochloride (2.5 g, 22.4 mmol) was added. After refluxing for 48 hours the solvent was evaporated. The crude product was dissolved in methanol and an excess of trimethylorthoformate was added to the reaction mixture which was heated to reflux. After 24 hours the solvent was removed in Vacuo. Crystallization from methanol/ethyl acetate afforded 1.00 g (47%) li... Yields the product Cl.CC(C)ON=C1CN=CNC1 (1,6-Dihydro-5(4H)-pyrimidinone O-(1-methylethyl)oxime monohydrochloride). Reaction SMILES: O.[ClH:2].Cl.[NH2:4][CH2:5][C:6]([CH2:8][NH2:9])=O.Cl.[CH3:11][CH:12]([O:14][NH2:15])[CH3:13].[CH3:16]O>>[ClH:2].[CH3:11][CH:12]([O:14][N:15]=[C:6]1[CH2:8][NH:9][CH:16]=[N:4][CH2:5]1)[CH3:13] |f:0.1.2.3,4.5,7.8|. The reactants are BrN1C(CCC1=O)=O (N-bromosuccinimide), CC1=CC=C(S1)CC(=O)O (5-methyl-2-carboxymethylthiophene). The reagents and catalysts are Cl(=O)(=O)(=O)O (perchloric acid). Run in hexanes. Run at time 22 hour. Yields the product BrCC1=CC=C(S1)CC(=O)O (5-bromomethyl-2-carboxymethylthiophene). The yield is 82.0%. Reaction SMILES: [Br:1]N1C(=O)CCC1=O.[CH3:9][C:10]1[S:14][C:13]([CH2:15][C:16]([OH:18])=[O:17])=[CH:12][CH:11]=1>Cl(O)(=O)(=O)=O>[Br:1][CH2:9][C:10]1[S:14][C:13]([CH2:15][C:16]([OH:18])=[O:17])=[CH:12][CH:11]=1. Procedure details: To a solution of N-bromosuccinimide (5.94 g, 33 mmol) in hexanes (16 mL) was added 5-methyl-2-carboxymethylthiophene (5.0 g, 32 mmol), prepared as in step 1, followed by 1 drop of perchloric acid. The reaction mixture was stirred for 22 hours at ambinet temperature and then partitioned between ethyl acetate and saturated aqueous HaHSO3 solution. The organic phase was dried over Na2SO4, filtered, and concentrated in vacuo to give 6.17 g of 5-bromomethyl-2-carboxymethylthiophene as a yellow oil.